Dataset: the Open Reaction Database (ORD), a public repository of structured organic reaction records. Task: describe an organic reaction: reactants, conditions, products, and yield The reactants are CC(C)(C)OC(=O)Nc1cc(OC(C)(C)C)c(-c2ccccc2F)cc1N, CSc1nccn1-c1cccc(C(=O)CC(=O)OC(C)(C)C)c1. The product is CSc1nccn1-c1cccc(C(=O)CC(=O)Nc2cc(-c3ccccc3F)c(OC(C)(C)C)cc2NC(=O)OC(C)(C)C)c1. As a reaction SMILES: [C:1]([CH3:2])([CH3:3])([CH3:4])[O:5][C:6]([NH:7][c:8]1[cH:9][c:10]([O:22][C:23]([CH3:24])([CH3:25])[CH3:26])[c:11](-[c:15]2[c:16]([F:21])[cH:17][cH:18][cH:19][cH:20]2)[cH:12][c:13]1[NH2:14])=[O:27].[C:28]([CH3:30])([CH3:31])([O:32][C:33](=[O:29])[CH2:34][C:35](=[O:36])[c:37]1[cH:38][c:39](-[n:43]2[c:44]([S:48][CH3:49])[n:45][cH:46][cH:47]2)[cH:40][cH:41][cH:42]1)[CH3:50]>>[C:1]([CH3:2])([CH3:3])([CH3:4])[O:5][C:6]([NH:7][c:8]1[cH:9][c:10]([O:22][C:23]([CH3:24])([CH3:25])[CH3:26])[c:11](-[c:15]2[c:16]([F:21])[cH:17][cH:18][cH:19][cH:20]2)[cH:12][c:13]1[NH:14][C:33](=[O:32])[CH2:34][C:35](=[O:36])[c:37]1[cH:38][c:39](-[n:43]2[c:44]([S:48][CH3:49])[n:45][cH:46][cH:47]2)[cH:40][cH:41][cH:42]1)=[O:27].